The task is: describe an organic reaction: reactants, conditions, products, and yield. This data is from the Open Reaction Database (ORD), a public repository of structured organic reaction records. Reactants: C(CCCCC)O (hexanol), C1OC2=C(O1)C=C(C=C2)C(C(=O)C3=CC4=C(C=C3)OCO4)O (piperoin), NC(=S)N (thiourea). The product is C1OC=2C=C(C=CC2O1)C=1N=C(NC1C1=CC2=C(C=C1)OCO2)S (4,5-bis(3,4-methylenedioxyphenyl)-2-mercaptoimidazole). As a reaction SMILES: C(O)CCCCC.[CH2:8]1[O:12][C:11]2[CH:13]=[C:14]([CH:17](O)[C:18]([C:20]3[CH:25]=[CH:24][C:23]4[O:26][CH2:27][O:28][C:22]=4[CH:21]=3)=O)[CH:15]=[CH:16][C:10]=2[O:9]1.[NH2:30][C:31]([NH2:33])=[S:32]>O>[CH2:8]1[O:9][C:10]2[CH:16]=[CH:15][C:14]([C:17]3[N:30]=[C:31]([SH:32])[NH:33][C:18]=3[C:20]3[CH:25]=[CH:24][C:23]4[O:26][CH2:27][O:28][C:22]=4[CH:21]=3)=[CH:13][C:11]=2[O:12]1. Reported procedure: A hexanol solution (170 ml.) of 10.9 g. (0.036 mole) of piperoin and 5.5 g. (0.072 mole) of thiourea was refluxed for 4 hours, with continuous azeotropic water removal. The mixture was cooled to 0° C. and the solid collected, washed with ether and dried. Recrystallization from dimethylformamide gave 4,5-bis(3,4-methylenedioxyphenyl)-2-mercaptoimidazole, m.p. 282°-283° C. The solvent is O (water). Reaction conditions: temperature 0 celsius. The reactants are N1=CC=CC=C1 (pyridine), C1(=CC=CC=C1)NC(OC(C)C)=O (isopropyl phenylcarbamate), S(=O)(Cl)Cl (thionyl chloride), N1=CC=CC=C1 (pyridine). The solvent is O1CCCC1 (tetrahydrofuran). Yields the product ClS(=O)N(C(OC(C)C)=O)C1=CC=CC=C1 (isopropyl (chlorosulfinyl)(phenyl)carbamate). Isolated yield 61.1%. RXN SMILES: [C:1]1([NH:7][C:8](=[O:13])[O:9][CH:10]([CH3:12])[CH3:11])[CH:6]=[CH:5][CH:4]=[CH:3][CH:2]=1.[S:14](Cl)([Cl:16])=[O:15].N1C=CC=CC=1>O1CCCC1>[Cl:16][S:14]([N:7]([C:1]1[CH:6]=[CH:5][CH:4]=[CH:3][CH:2]=1)[C:8](=[O:13])[O:9][CH:10]([CH3:11])[CH3:12])=[O:15]. Procedure: Eighteen grams isopropyl phenylcarbamate (~0.1 mol) and 14.0 g thionyl chloride (0.12 mol) were dissolved in 50 ml dry tetrahydrofuran and protected from moisture by a calcium chloride tube. Eight grams pyridine (0.1 mol) were added dropwise while the mixture was stirring at a water bath temperature (15°-20° C.). After the addition of pyridine was completed, the mixture was stirred for 12 hours at room temperature. Pyridine hydrochloride was filtered and the solvent was removed under vacuum. The...